Dataset: the Open Reaction Database (ORD), a public repository of structured organic reaction records. Task: describe an organic reaction: reactants, conditions, products, and yield Reactants: FC(C(=O)NC1=CC=C(C=C1)NC(OCC(Cl)(Cl)Cl)=O)(F)F (2,2,2-trichloroethyl {4-[(trifluoroacetyl)amino]phenyl}carbamate), C1(=CC=CC=C1)C1=NSC(=N1)N1CCNCC1 (1-(3-phenyl-1,2,4-thiadiazol-5-yl)piperazine), C(C)(C)N(CC)C(C)C (diisopropylethylamine), CS(=O)C (dimethyl sulfoxide). Solvent: O (water). Product: C1(=CC=CC=C1)C1=NSC(=N1)N1CCN(CC1)C(=O)NC1=CC=C(C=C1)NC(C(F)(F)F)=O (4-(3-Phenyl-1,2,4-thiadiazol-5-yl)-N-{4-[(trifluoroacetyl)amino]phenyl}piperazine-1-carboxamide). As a reaction SMILES: [F:1][C:2]([F:22])([F:21])[C:3]([NH:5][C:6]1[CH:11]=[CH:10][C:9]([NH:12][C:13](=[O:20])OCC(Cl)(Cl)Cl)=[CH:8][CH:7]=1)=[O:4].[C:23]1([C:29]2[N:33]=[C:32]([N:34]3[CH2:39][CH2:38][NH:37][CH2:36][CH2:35]3)[S:31][N:30]=2)[CH:28]=[CH:27][CH:26]=[CH:25][CH:24]=1.C(N(C(C)C)CC)(C)C.CS(C)=O>O>[C:23]1([C:29]2[N:33]=[C:32]([N:34]3[CH2:39][CH2:38][N:37]([C:13]([NH:12][C:9]4[CH:8]=[CH:7][C:6]([NH:5][C:3](=[O:4])[C:2]([F:1])([F:21])[F:22])=[CH:11][CH:10]=4)=[O:20])[CH2:36][CH2:35]3)[S:31][N:30]=2)[CH:24]=[CH:25][CH:26]=[CH:27][CH:28]=1. Procedure: A solution of 2,2,2-trichloroethyl {4-[(trifluoroacetyl)amino]phenyl}carbamate (200 mg, 0.527 mmol), 1-(3-phenyl-1,2,4-thiadiazol-5-yl)piperazine (130 mg, 0.527 mmol), diisopropylethylamine (0.184 ml, 1.05 mmol) and dimethyl sulfoxide (4 ml) was stirred at 70° C. for 12-hours, the reaction mixture was poured into water, and the mixture was extracted with ethyl acetate. The extract was washed with water, and dried over anhydrous magnesium sulfate. The solvent was distilled off under reduced press... Starting materials: FC(C1=C(C=CC=C1)C(C)=O)(F)F (o-trifluoromethylacetophenone), COC(N(C)C)OC (dimethylformamide dimethylacetal). Product: CN(C=CC(=O)C1=C(C=CC=C1)C(F)(F)F)C (3-Dimethylamino-2'-(trifluoromethyl)acrylophenone). Reaction SMILES: [F:1][C:2]([F:13])([F:12])[C:3]1[CH:8]=[CH:7][CH:6]=[CH:5][C:4]=1[C:9](=[O:11])[CH3:10].CO[CH:16](OC)[N:17]([CH3:19])[CH3:18]>>[CH3:16][N:17]([CH3:19])[CH:18]=[CH:10][C:9]([C:4]1[CH:5]=[CH:6][CH:7]=[CH:8][C:3]=1[C:2]([F:12])([F:13])[F:1])=[O:11]. Procedure details: A mixture of 35 g. of o-trifluoromethylacetophenone in 35 ml. of dimethylformamide dimethylacetal is refluxed for 8 hours under anhydrous conditions and then evaporated to a yellow oil. Bulb to bulb distillation gives the desired product as a thick yellow oil. The reactants are O=C(Cl)c1ccccc1, CCOC(C)=O, CC(=O)Nc1ccc(NC(=S)Nc2cc(Cl)c(OCCO)c(Cl)c2)cc1, C1CCOC1, c1ccncc1. The product is CC(=O)Nc1ccc(NC(=S)Nc2cc(Cl)c(OCCOC(=O)c3ccccc3)c(Cl)c2)cc1. As a reaction SMILES: [C:27]([c:28]1[cH:29][cH:30][cH:31][cH:32][cH:33]1)(=[O:34])[Cl:35].[CH3:47][CH2:48][O:49][C:50](=[O:51])[CH3:52].[Cl:1][c:2]1[cH:3][c:4]([NH:13][C:14]([NH:15][c:16]2[cH:17][cH:18][c:19]([NH:22][C:23]([CH3:24])=[O:25])[cH:20][cH:21]2)=[S:26])[cH:5][c:6]([Cl:12])[c:7]1[O:8][CH2:9][CH2:10][OH:11].[O:42]1[CH2:43][CH2:44][CH2:45][CH2:46]1.[cH:36]1[cH:37][cH:38][n:39][cH:40][cH:41]1>>[Cl:1][c:2]1[cH:3][c:4]([NH:13][C:14]([NH:15][c:16]2[cH:17][cH:18][c:19]([NH:22][C:23]([CH3:24])=[O:25])[cH:20][cH:21]2)=[S:26])[cH:5][c:6]([Cl:12])[c:7]1[O:8][CH2:9][CH2:10][O:11][C:27]([c:28]1[cH:29][cH:30][cH:31][cH:32][cH:33]1)=[O:34]. Starting materials: ClCCl, COc1ccc(S(=O)(=O)N2CCN(CC(COc3cccc(N)c3)OC(C)=O)CC2)cc1, O=S(=O)(Cl)Cl, c1ccncc1. Yields the product COc1ccc(S(=O)(=O)N2CCN(CC(COc3cccc(N=S(=O)=O)c3)OC(C)=O)CC2)cc1. As a reaction SMILES: [Cl:38][CH2:39][Cl:40].[NH2:6][c:7]1[cH:8][c:9]([O:10][CH2:11][CH:12]([CH2:13][N:14]2[CH2:15][CH2:16][N:17]([S:20](=[O:21])(=[O:22])[c:23]3[cH:24][cH:25][c:26]([O:29][CH3:30])[cH:27][cH:28]3)[CH2:18][CH2:19]2)[O:31][C:32]([CH3:33])=[O:34])[cH:35][cH:36][cH:37]1.[S:1](=[O:2])(=[O:3])([Cl:4])[Cl:5].[cH:41]1[cH:42][cH:43][n:44][cH:45][cH:46]1>>[S:1](=[O:2])(=[O:3])=[N:6][c:7]1[cH:8][c:9]([O:10][CH2:11][CH:12]([CH2:13][N:14]2[CH2:15][CH2:16][N:17]([S:20](=[O:21])(=[O:22])[c:23]3[cH:24][cH:25][c:26]([O:29][CH3:30])[cH:27][cH:28]3)[CH2:18][CH2:19]2)[O:31][C:32]([CH3:33])=[O:34])[cH:35][cH:36][cH:37]1.